Task: describe an organic reaction: reactants, conditions, products, and yield. Dataset: the Open Reaction Database (ORD), a public repository of structured organic reaction records Starting materials: CC1=C(CC(C(=O)O)C(=O)O)C=CC=C1 ((2-Methylbenzyl)malonic acid), CNC (dimethylamine), C=O (formaldehyde), acid. Run in O (H2O), O (H2O). Conditions: time 10 minute. Product: CC1=C(CC(C(=O)O)=C)C=CC=C1 (2-(2-Methylbenzyl)acrylic acid). As a reaction SMILES: [CH3:1][C:2]1[CH:15]=[CH:14][CH:13]=[CH:12][C:3]=1[CH2:4][CH:5]([C:9](O)=O)[C:6]([OH:8])=[O:7].CNC.C=O>O>[CH3:1][C:2]1[CH:15]=[CH:14][CH:13]=[CH:12][C:3]=1[CH2:4][C:5](=[CH2:9])[C:6]([OH:8])=[O:7]. Procedure details: To the acid of Step 2 (12.0 g, 0.11 mol) in H2O (25 ml) at 0° C., add 40% dimethylamine (12.9 ml, 0.115 mol), then another 12.0 g acid. Stir 10 min., add H2O (50 ml), then 38% formaldehyde (25 ml, 0.31 mol). Allow to warm to room temperature over 18 hr., filter the solid, slurry in H2O (200 ml), and heat at 90° for 2.5 hr. Extract with diethyl ether, acidify the aqueous layer, allow the oil to crystallize, and filter the solid. Dissolve in Et2O, filter and concentrate to obtain the product as a ... The reactants are COc1ccc(CN(Cc2ccc(OC)cc2)c2nc(C)nc(-c3cccnc3Nc3ccc4c(c3)OC(F)(F)O4)n2)cc1, O=C(O)C(F)(F)F. Yields the product Cc1nc(N)nc(-c2cccnc2Nc2ccc3c(c2)OC(F)(F)O3)n1. RXN SMILES: [F:1][C:2]1([F:44])[O:3][c:4]2[c:5]([cH:7][cH:8][c:9]([NH:11][c:12]3[n:13][cH:14][cH:15][cH:16][c:17]3-[c:18]3[n:19][c:20]([N:25]([CH2:26][c:27]4[cH:28][cH:29][c:30]([O:31][CH3:32])[cH:33][cH:34]4)[CH2:35][c:36]4[cH:37][cH:38][c:39]([O:40][CH3:41])[cH:42][cH:43]4)[n:21][c:22]([CH3:24])[n:23]3)[cH:10]2)[O:6]1.[F:45][C:46]([F:47])([F:48])[C:49]([OH:50])=[O:51]>>[F:1][C:2]1([F:44])[O:3][c:4]2[c:5]([cH:7][cH:8][c:9]([NH:11][c:12]3[n:13][cH:14][cH:15][cH:16][c:17]3-[c:18]3[n:19][c:20]([NH2:25])[n:21][c:22]([CH3:24])[n:23]3)[cH:10]2)[O:6]1. The reactants are O=C([O-])[O-], Cc1onc(N)c1C, CCN(C(C)C)C(C)C, O=C(Cl)C(Cl)(Cl)Cl, ClCCl, O=C(C1CCOCC1)N1CCCNCC1, [Na+], [Na+], [Na+], O=C([O-])O. The product is Cc1onc(NC(=O)N2CCCN(C(=O)C3CCOCC3)CC2)c1C. RXN SMILES: [C:45](=[O:46])([O-:47])[O-:48].[CH3:1][c:2]1[c:3]([NH2:8])[n:4][o:5][c:6]1[CH3:7].[CH:9]([N:10]([CH2:11][CH3:12])[CH:13]([CH3:14])[CH3:15])([CH3:16])[CH3:17].[Cl:18][C:19]([C:20](=[O:21])[Cl:24])([Cl:22])[Cl:23].[Cl:51][CH2:52][Cl:53].[N:30]1([C:37](=[O:38])[CH:39]2[CH2:40][CH2:41][O:42][CH2:43][CH2:44]2)[CH2:31][CH2:32][NH:33][CH2:34][CH2:35][CH2:36]1.[Na+:29].[Na+:49].[Na+:50].[O-:25][C:26]([OH:27])=[O:28]>>[CH3:1][c:2]1[c:3]([NH:8][C:20](=[O:21])[N:33]2[CH2:32][CH2:31][N:30]([C:37](=[O:38])[CH:39]3[CH2:40][CH2:41][O:42][CH2:43][CH2:44]3)[CH2:36][CH2:35][CH2:34]2)[n:4][o:5][c:6]1[CH3:7]. Starting materials: NC(CC(=O)OC)C1=CC(=C(C=C1)OC)OC (methyl 3-amino-3-(3',4'-dimethoxyphenyl)propionate), [BH4-].[Na+] (sodium borohydride). Solvent: CO (methanol), CO (methanol). Conditions: time 30 minute. Product: NC(CCO)C1=CC(=C(C=C1)OC)OC (3-amino-3-(3',4'-dimethoxyphenyl)-1-propanol). The yield is 80.1%. RXN SMILES: [BH4-].[Na+].[NH2:3][CH:4]([C:10]1[CH:15]=[CH:14][C:13]([O:16][CH3:17])=[C:12]([O:18][CH3:19])[CH:11]=1)[CH2:5][C:6](OC)=[O:7]>CO>[NH2:3][CH:4]([C:10]1[CH:15]=[CH:14][C:13]([O:16][CH3:17])=[C:12]([O:18][CH3:19])[CH:11]=1)[CH2:5][CH2:6][OH:7] |f:0.1|. Procedure: To a stirred solid of sodium borohydride (94.18 grams, 2.49 mol) at 0° C., was added methanol (50 mL). To this mixture at 0° C. was added a solution of methyl 3-amino-3-(3',4'-dimethoxyphenyl)propionate (59.5 grams, 249 mmol) in methanol (950 mL) over 1 hour. The mixture was stirred in that ice-water bath until the temperature of the reaction mixture stayed at 35° C. or lower for 30 minutes. (Caution: If the ice-water bath was removed too early, a highly exothermic reaction may occur.) The water... The reactants are [Cl-], NC(=O)c1cccc2c1nc(Nc1cccc(Cl)c1)c1ccncc12, CC(Cl)Cl, [Na+], O=P(Cl)(Cl)Cl. Yields the product N#Cc1cccc2c1nc(Nc1cccc(Cl)c1)c1ccncc12. As a reaction SMILES: [Cl-:27].[Cl:1][c:2]1[cH:3][c:4]([NH:8][c:9]2[n:10][c:11]3[c:12]([c:13]4[cH:14][n:15][cH:16][cH:17][c:18]24)[cH:19][cH:20][cH:21][c:22]3[C:23](=[O:24])[NH2:25])[cH:5][cH:6][cH:7]1.[Cl:33][CH:34]([Cl:35])[CH3:36].[Na+:26].[P:28]([Cl:29])([Cl:30])([Cl:31])=[O:32]>>[Cl:1][c:2]1[cH:3][c:4]([NH:8][c:9]2[n:10][c:11]3[c:12]([c:13]4[cH:14][n:15][cH:16][cH:17][c:18]24)[cH:19][cH:20][cH:21][c:22]3[C:23]#[N:25])[cH:5][cH:6][cH:7]1. Reaction conditions: temperature 87.5 celsius, time 2 day. Procedure: To a solution of 2-bromo-5,8-dioxa-spiro[3.4]octane (Compound 100F, 19 g, 100 mmol) and 4-iodopyrazole (38.6 g, 200 mmol) in DMF (100 mL) was added powdered K2CO3 (41.4 g, 300 mmol) and 18-crown-6 ether (5.3 g, 20 mmol). The reaction mixture was stirred at 85-90° C. for 2 days. The reaction mixture was diluted with ethyl acetate (400 mL) and washed with water (4×100 mL). The combined organic layers were washed with brine and concentrated, the residue was purified by column chromatography (ethyl ... As a reaction SMILES: Br[CH:2]1[CH2:5][C:4]2([O:9][CH2:8][CH2:7][O:6]2)[CH2:3]1.[I:10][C:11]1[CH:12]=[N:13][NH:14][CH:15]=1.C([O-])([O-])=O.[K+].[K+].C1OCCOCCOCCOCCOCCOC1>CN(C=O)C.C(OCC)(=O)C>[CH2:3]1[C:4]2([O:9][CH2:8][CH2:7][O:6]2)[CH2:5][CH:2]1[N:13]1[CH:12]=[C:11]([I:10])[CH:15]=[N:14]1 |f:2.3.4|. Run in C(C)(=O)OCC (ethyl acetate), CN(C)C=O (DMF). Starting materials: BrC1CC2(C1)OCCO2 (2-bromo-5,8-dioxa-spiro[3.4]octane), BrC1CC2(C1)OCCO2 (2-bromo-5,8-dioxa-spiro[3.4]octane), IC=1C=NNC1 (4-iodopyrazole), C(=O)([O-])[O-].[K+].[K+] (K2CO3), C1COCCOCCOCCOCCOCCO1 (18-crown-6 ether). The product is C1C(CC12OCCO2)N2N=CC(=C2)I (1-(5,8-dioxa-spiro[3.4]oct-2-yl)-4-iodo-1H-pyrazole). Yield: 28.7%. Starting materials: C1CCOC1, Cc1ccc(S(=O)(=O)n2cc(-c3nc(S(C)(=O)=O)ncc3C#N)c3cc(C)cnc32)cc1, CCN(C(C)C)C(C)C, CC(C)C(N)CO. Yields the product Cc1ccc(S(=O)(=O)n2cc(-c3nc(NC(CO)C(C)C)ncc3C#N)c3cc(C)cnc32)cc1. As a reaction SMILES: [CH2:49]1[O:50][CH2:51][CH2:52][CH2:53]1.[CH3:1][c:2]1[cH:3][c:4]2[c:5]([n:6][cH:7]1)[n:8]([S:23](=[O:24])(=[O:25])[c:26]1[cH:27][cH:28][c:29]([CH3:30])[cH:31][cH:32]1)[cH:9][c:10]2-[c:11]1[n:12][c:13]([S:19]([CH3:20])(=[O:21])=[O:22])[n:14][cH:15][c:16]1[C:17]#[N:18].[CH:40]([N:41]([CH:42]([CH3:43])[CH3:44])[CH2:45][CH3:46])([CH3:47])[CH3:48].[NH2:33][CH:34]([CH2:35][OH:36])[CH:37]([CH3:38])[CH3:39]>>[CH3:1][c:2]1[cH:3][c:4]2[c:5]([n:6][cH:7]1)[n:8]([S:23](=[O:24])(=[O:25])[c:26]1[cH:27][cH:28][c:29]([CH3:30])[cH:31][cH:32]1)[cH:9][c:10]2-[c:11]1[n:12][c:13]([NH:33][CH:34]([CH2:35][OH:36])[CH:37]([CH3:38])[CH3:39])[n:14][cH:15][c:16]1[C:17]#[N:18]. The reactants are FC1=CC=C(NC=2SC=C(N2)C(=O)OCC)C=C1 (ethyl 2-p-fluoroanilinothiazole-4-carboxylate), [BH4-].[Na+] (sodium borohydride), O1CCCC1 (tetrahydrofuran). The solvent is CO (methanol). The product is FC1=CC=C(NC=2SC=C(N2)CO)C=C1 (2-p-Fluoroanilinothiazol-4-ylmethanol). As a reaction SMILES: [F:1][C:2]1[CH:18]=[CH:17][C:5]([NH:6][C:7]2[S:8][CH:9]=[C:10]([C:12](OCC)=[O:13])[N:11]=2)=[CH:4][CH:3]=1.[BH4-].[Na+].O1CCCC1>CO>[F:1][C:2]1[CH:18]=[CH:17][C:5]([NH:6][C:7]2[S:8][CH:9]=[C:10]([CH2:12][OH:13])[N:11]=2)=[CH:4][CH:3]=1 |f:1.2|. Reported procedure: The reaction described in Preparation 50 was repeated, but using 12.04 g of ethyl 2-p-fluoroanilinothiazole-4-carboxylate, 6 g of sodium borohydride, 120 ml of anhydrous tetrahydrofuran, and 70 ml of absolute methanol, giving the title compound as colorless prisms.